This data is from the Open Reaction Database (ORD), a public repository of structured organic reaction records. The task is: describe an organic reaction: reactants, conditions, products, and yield Reactants: O=C(O)c1ccc(-c2cnc3c(c2)N(Cc2cc(Cl)ccc2C(F)(F)F)CCN3)cc1, FC(F)(F)c1cccc(N2CCNCC2)c1. Product: O=C(c1ccc(-c2cnc3c(c2)N(Cc2cc(Cl)ccc2C(F)(F)F)CCN3)cc1)N1CCN(c2cccc(C(F)(F)F)c2)CC1. As a reaction SMILES: [Cl:1][c:2]1[cH:3][cH:4][c:5]([C:28]([F:29])([F:30])[F:31])[c:6]([CH2:7][N:8]2[c:9]3[c:10]([n:14][cH:15][c:16](-[c:18]4[cH:19][cH:20][c:21]([C:22](=[O:23])[OH:24])[cH:25][cH:26]4)[cH:17]3)[NH:11][CH2:12][CH2:13]2)[cH:27]1.[F:32][C:33]([c:34]1[cH:35][c:36]([N:40]2[CH2:41][CH2:42][NH:43][CH2:44][CH2:45]2)[cH:37][cH:38][cH:39]1)([F:46])[F:47]>>[Cl:1][c:2]1[cH:3][cH:4][c:5]([C:28]([F:29])([F:30])[F:31])[c:6]([CH2:7][N:8]2[c:9]3[c:10]([n:14][cH:15][c:16](-[c:18]4[cH:19][cH:20][c:21]([C:22](=[O:24])[N:43]5[CH2:42][CH2:41][N:40]([c:36]6[cH:35][c:34]([C:33]([F:32])([F:46])[F:47])[cH:39][cH:38][cH:37]6)[CH2:45][CH2:44]5)[cH:25][cH:26]4)[cH:17]3)[NH:11][CH2:12][CH2:13]2)[cH:27]1. The reactants are BrCCCCCBr, ClCCl, [Na+], [OH-], O, OCCc1ccc2ccccc2n1. Product: BrCCCCCOCCc1ccc2ccccc2n1. Reaction SMILES: [Br:14][CH2:15][CH2:16][CH2:17][CH2:18][CH2:19][Br:20].[Cl:23][CH2:24][Cl:25].[Na+:22].[OH-:21].[OH2:26].[OH:1][CH2:2][CH2:3][c:4]1[n:5][c:6]2[cH:7][cH:8][cH:9][cH:10][c:11]2[cH:12][cH:13]1>>[O:1]([CH2:2][CH2:3][c:4]1[n:5][c:6]2[cH:7][cH:8][cH:9][cH:10][c:11]2[cH:12][cH:13]1)[CH2:19][CH2:18][CH2:17][CH2:16][CH2:15][Br:14]. The reactants are C(C)(C)(C)C1=CC=C(C=C1)C1(CC2=CC=CC=C2C1)O (2-(4-t-butyl-phenyl)-2-indanol), Cl (hydrochloric acid). Run in C1CCOC1 (THF), O (water). The product is C(C)(C)(C)C1=CC=C(C=C1)C=1CC2=CC=CC=C2C1 (2-(4-t-butyl-phenyl)-1H-indene). The yield is 63.3%. As a reaction SMILES: [C:1]([C:5]1[CH:10]=[CH:9][C:8]([C:11]2(O)[CH2:19][C:18]3[C:13](=[CH:14][CH:15]=[CH:16][CH:17]=3)[CH2:12]2)=[CH:7][CH:6]=1)([CH3:4])([CH3:3])[CH3:2].Cl>C1COCC1.O>[C:1]([C:5]1[CH:10]=[CH:9][C:8]([C:11]2[CH2:19][C:18]3[C:13]([CH:12]=2)=[CH:14][CH:15]=[CH:16][CH:17]=3)=[CH:7][CH:6]=1)([CH3:4])([CH3:2])[CH3:3]. Reported procedure: To a solution of 2-(4-t-butyl-phenyl)-2-indanol (23.0 g, 86.5 mmol) in THF (200 mL) was added a solution of concentrated hydrochloric acid (40 mL) in water (60 mL). The solid was collected and washed with pentane (50 mL) and then tetrahydrofuran (50 mL) to give 13.6 g of 2-(4-t-butyl-phenyl)-1H-indene. 1H-N.M.R. (CDCl3) d 1.35 (s, 9H), d 3.78(br s, 2H), d 7.13-7.19(m, 2H),d 7.26 (br tt, J=7.4, 0.6 Hz, 1H), d 7.36-7.47(m, 4H), d 7.55-7.6(br d, J=6.7 Hz, 2H). Starting materials: [O-2].[Al+3].[O-2].[O-2].[Al+3] (aluminium oxide), C([O-])([O-])=O.[K+].[K+] (potassium carbonate), CN(C=1C=C(C=CC1)O)C (3-dimethylaminophenol), CN(C=O)C (dimethylformamide), ClCC(=O)[O-].[Na+] (sodium chloroacetate). The product is CN(C1=CC2=C(C(C(O2)=C2OC3=C(C2=O)C=CC(=C3)N(C)C)=O)C=C1)C (6-Dimethylamino-2-(6-dimethylamino-3-oxo-2(3H)-benzofuranylidene)-3(2H)-benzofuranone). As a reaction SMILES: [C:1](=[O:4])([O-])[O-].[K+].[K+].[CH3:7][N:8]([CH3:16])[C:9]1[CH:10]=[C:11]([OH:15])[CH:12]=[CH:13][CH:14]=1.Cl[CH2:18][C:19]([O-:21])=O.[Na+].[O-2:23].[Al+3].[O-2].[O-2].[Al+3].[CH3:28][N:29]([CH3:32])[CH:30]=O>>[CH3:7][N:8]([CH3:16])[C:9]1[CH:14]=[CH:13][C:12]2[C:1](=[O:4])[C:11](=[C:12]3[C:13](=[O:23])[C:14]4[CH:9]=[CH:10][C:30]([N:29]([CH3:32])[CH3:28])=[CH:18][C:19]=4[O:21]3)[O:15][C:11]=2[CH:10]=1 |f:0.1.2,4.5,6.7.8.9.10|. Procedure: 7.00 g (50.7 mmol) of anhydrous potassium carbonate and 10.00 g (70.70 mmol) of 3-dimethylaminophenol are added to 75 ml of dimethylformamide with exclusion of moisture and the mixture is refluxed for 3 hours. 7.00 g (74.9 mmol) of sodium chloroacetate are introduced in portions into the dark brown, still hot reaction mixture in the course of 20 minutes, with vigorous stirring. 50 g of anhydrous aluminium oxide are then introduced into the solution. After boiling under reflux for 2 days, the red... The reactants are C(CO)O (ethylene glycol), S(=O)(=O)(C1=CC=C(C)C=C1)Cl (tosyl chloride), ice water. The solvent is N1=CC=CC=C1 (pyridine), N1=CC=CC=C1 (pyridine). Product: C1(=CC=C(C=C1)S(=O)(=O)C(C(S(=O)(=O)C1=CC=C(C=C1)C)O)O)C (di(p-toluenesulfonyl)ethylene glycol). Isolated yield 75.0%. RXN SMILES: [CH2:1]([OH:4])[CH2:2][OH:3].[S:5](Cl)([C:8]1[CH:14]=[CH:13][C:11]([CH3:12])=[CH:10][CH:9]=1)(=[O:7])=[O:6]>N1C=CC=CC=1>[C:11]1([CH3:12])[CH:13]=[CH:14][C:8]([S:5]([CH:1]([OH:4])[CH:2]([OH:3])[S:5]([C:8]2[CH:14]=[CH:13][C:11]([CH3:12])=[CH:10][CH:9]=2)(=[O:7])=[O:6])(=[O:7])=[O:6])=[CH:9][CH:10]=1. Reported procedure: Twenty-eight ml of ethylene glycol and 100 ml of pyridine were added over a 2.5 hour period to a stirred mixture of tosyl chloride (210 g) in pyridine (225 ml), with the mixture being cooled by a water bath. After stirring for several hours, the mixture was shaken with one liter of ice water for about ten minutes and then filtered. The residue was washed with ether, dilute sulfuric acid, water, and finally ether. (Each of the washed liquids was ice cold.) The residue was then dried by vacuum pum... Reactants: C(C)(C)(C)C=1C(C2C3(C(=C(C(C2C(C1)=O)(C3(Cl)Cl)Cl)Cl)Cl)Cl)=O (6-tert-butyl-1,2,3,4,9,9-hexachloro-1,4,4a,8a-tetrahydro-1,4-methanonaphthalene-5,8-dione). The reagents and catalysts are N1=CC=CC=C1 (pyridine). The solvent is CO (methanol). Yields the product C(C)(C)(C)C1=C(C=2C3(C(=C(C(C2C(=C1)O)(C3(Cl)Cl)Cl)Cl)Cl)Cl)O (6-tert-butyl-1,2,3,4,9,9-hexachloro-1,4-dihydro-1,4-methanonaphthalene-5,8-diol). Reaction SMILES: [C:1]([C:5]1[C:6](=[O:23])[CH:7]2[CH:12]([C:13](=[O:15])[CH:14]=1)[C:11]1([Cl:19])[C:16]([Cl:18])([Cl:17])[C:8]2([Cl:22])[C:9]([Cl:21])=[C:10]1[Cl:20])([CH3:4])([CH3:3])[CH3:2]>N1C=CC=CC=1.CO>[C:1]([C:5]1[CH:14]=[C:13]([OH:15])[C:12]2[C:11]3([Cl:19])[C:16]([Cl:17])([Cl:18])[C:8]([Cl:22])([C:9]([Cl:21])=[C:10]3[Cl:20])[C:7]=2[C:6]=1[OH:23])([CH3:4])([CH3:2])[CH3:3]. Procedure: 10 g. of 6-tert-butyl-1,2,3,4,9,9-hexachloro-1,4,4a,8a-tetrahydro-1,4-methanonaphthalene-5,8-dione, prepared according to Example 8, were dissolved in 50 ml. of methanol. A few drops of pyridine were added and the solution was refluxed strongly for three hours. Evaporation of the methanol yielded an oily material which upon recrystallization twice from Skelly B gave white needle crystals melting at 96° C.-98° C.